From a dataset of the Open Reaction Database (ORD), a public repository of structured organic reaction records. describe an organic reaction: reactants, conditions, products, and yield Reactants: ClC(COC)C1=NC2=CC(=CC=C2C(=C1C(=O)NC=1SC=CN1)O)Cl (2-(1-chloro-2-methoxy-ethyl)-4-hydroxy-N-(2-thiazolyl)-7-chloro-3-quinoline-carboxamide). Solvent: O1CCCC1 (tetrahydrofuran). The product is COCC1OC(C=2C1=NC=1C=C(C=CC1C2O)Cl)=NC=2SC=CN2 (1,3-dihydro-3-methoxymethyl-1-[(2-thiazolyl)-imino]-6-chloro-furo[3,4-b]-quinoline-9-ol). The yield is 65.0%. RXN SMILES: Cl[CH:2]([C:6]1[C:15]([C:16]([NH:18][C:19]2[S:20][CH:21]=[CH:22][N:23]=2)=[O:17])=[C:14]([OH:24])[C:13]2[C:8](=[CH:9][C:10]([Cl:25])=[CH:11][CH:12]=2)[N:7]=1)[CH2:3][O:4][CH3:5]>O1CCCC1>[CH3:5][O:4][CH2:3][CH:2]1[C:6]2=[N:7][C:8]3[CH:9]=[C:10]([Cl:25])[CH:11]=[CH:12][C:13]=3[C:14]([OH:24])=[C:15]2[C:16](=[N:18][C:19]2[S:20][CH:21]=[CH:22][N:23]=2)[O:17]1. Procedure details: Using the procedure of Step C of Example 1, the product of Step B was reacted at reflux for 24 hours in tetrahydrofuran to obtain a 65% yield of 1,3-dihydro-3-methoxymethyl-1-[(2-thiazolyl)-imino]-6-chloro-furo[3,4-b]-quinoline-9-ol melting at >270° C.